From a dataset of the Open Reaction Database (ORD), a public repository of structured organic reaction records. describe an organic reaction: reactants, conditions, products, and yield The reactants are C(C)N(C\C=C/C1=C(C=CC(=C1)F)S(=O)(=O)CC1=CC=C(C(=C1C(=O)OC)OC)C1=COC=C1)CC ((Z)-methyl 6-((2-(3-(diethylamino)prop-1-enyl)-4-fluorobenzenesulfonyl)methyl)-3-(furan-3-yl)-2-methoxybenzoate), BrC=1C(=C(C(=O)OC)C(=CC1)CS(=O)(=O)C1=C(C=CC=C1)\C=C/CN1CCCCC1)OC ((Z)-methyl 3-bromo-2-methoxy-6-((2-(3-(piperidin-1-yl)prop-1-enyl)benzenesulfonyl)methyl)benzoate), BrC=1C(=C(C(=O)OC)C(=CC1)CS(=O)(=O)C1=C(C=CC=C1)\C=C/CN1CCCCC1)OC ((Z)-methyl 3-bromo-2-methoxy-6-((2-(3-(piperidin-1-yl)prop-1-enyl)benzenesulfonyl)methyl)benzoate). The product is O1C=C(C=C1)C=1C(=C(C(=O)OC)C(=CC1)CS(=O)(=O)C1=C(C=CC=C1)\C=C/CN1CCCCC1)OC ((Z)-Methyl 3-(furan-3-yl)-2-methoxy-6-((2-(3-(piperidin-1-yl)prop-1-enyl)benzenesulfonyl)methyl)benzoate). RXN SMILES: [CH2:1]([N:3]([CH2:35][CH3:36])[CH2:4]/[CH:5]=[CH:6]\[C:7]1[CH:12]=[C:11](F)[CH:10]=[CH:9][C:8]=1[S:14]([CH2:17][C:18]1[C:23]([C:24]([O:26][CH3:27])=[O:25])=[C:22]([O:28][CH3:29])[C:21]([C:30]2[CH:34]=[CH:33][O:32][CH:31]=2)=[CH:20][CH:19]=1)(=[O:16])=[O:15])[CH3:2].Br[C:38]1C(OC)=C(C(CS(C2C=CC=CC=2/C=C\CN2CCCCC2)(=O)=O)=CC=1)C(OC)=O>>[O:32]1[CH:33]=[CH:34][C:30]([C:21]2[C:22]([O:28][CH3:29])=[C:23]([C:18]([CH2:17][S:14]([C:8]3[CH:9]=[CH:10][CH:11]=[CH:12][C:7]=3/[CH:6]=[CH:5]\[CH2:4][N:3]3[CH2:35][CH2:36][CH2:38][CH2:2][CH2:1]3)(=[O:16])=[O:15])=[CH:19][CH:20]=2)[C:24]([O:26][CH3:27])=[O:25])=[CH:31]1. Procedure: Prepared by proceeding in a similar manner to Intermediate 160, starting from (Z)-methyl 3-bromo-2-methoxy-6-((2-(3-(piperidin-1-yl)prop-1-enyl)benzenesulfonyl)methyl)benzoate (Intermediate 199). The reactants are [O-2].[Mg+2] (magnesium oxide), magnesium salt, CN1C(CNC(C2=C1C=CC(=C2)Cl)C2=CC=CC=C2)=O (1-methyl-5-phenyl-7-chloro-1,3,4,5-tetrahydro-2 H-1,4-benzodiazepine-2-one), ClCC(=O)Cl (chloroacetyl chloride). The solvent is C(Cl)(Cl)Cl (chloroform), C(Cl)(Cl)Cl (chloroform). The product is CN1C(CN(C(C2=C1C=CC(=C2)Cl)C2=CC=CC=C2)C(CCl)=O)=O (1-methyl-4-chloroacetyl-5-phenyl-7-chloro-1,3,4,5-tetrahydro-2H-1,4-benzodiazepine-2-one). Isolated yield 8.1%. RXN SMILES: [O-2].[Mg+2].[CH3:3][N:4]1[C:10]2[CH:11]=[CH:12][C:13]([Cl:15])=[CH:14][C:9]=2[CH:8]([C:16]2[CH:21]=[CH:20][CH:19]=[CH:18][CH:17]=2)[NH:7][CH2:6][C:5]1=[O:22].[Cl:23][CH2:24][C:25](Cl)=[O:26]>C(Cl)(Cl)Cl>[CH3:3][N:4]1[C:10]2[CH:11]=[CH:12][C:13]([Cl:15])=[CH:14][C:9]=2[CH:8]([C:16]2[CH:21]=[CH:20][CH:19]=[CH:18][CH:17]=2)[N:7]([C:25](=[O:26])[CH2:24][Cl:23])[CH2:6][C:5]1=[O:22] |f:0.1|. Procedure: 3 g. of magnesium oxide are added to a solution of 2.87 g. (0.01 mmoles) of 1-methyl-5-phenyl-7-chloro-1,3,4,5-tetrahydro-2 H-1,4-benzodiazepine-2-one in 30 ml. of chloroform, and a solution of 1.2 ml. (0.018 moles) of chloroacetyl chloride in 4 ml. of chloroform is added to the vigorously stirred mixture. After 3 hours of stirring at room temperature the magnesium salt is filtered off, washed with 20 ml. of chloroform, and the filtrate is evaporated to dryness under reduced pressure. The residu... Reactants: C(C1=CC=CC=C1)OC(=O)Cl (benzyloxycarbonyl chloride), ClC(=O)NN1C(=O)NC(=O)C(C)=C1 (1-(Chlorocarbonylamino)-thymine), N1=CC=CC=C1 (pyridine). Conditions: temperature 0 celsius, time 1 hour. Product: C(C1=CC=CC=C1)OC(=O)NC1=NC(NC=C1)=O (N4 -Benzyloxycarbonyl cytosine). As a reaction SMILES: [CH2:1]([O:8][C:9](Cl)=[O:10])[C:2]1[CH:7]=[CH:6][CH:5]=[CH:4][CH:3]=1.ClC(N[N:16]1[CH:24]=[C:22](C)[C:20](=O)[NH:19][C:17]1=[O:18])=O.[N:25]1C=CC=CC=1>>[CH2:1]([O:8][C:9]([NH:25][C:20]1[CH:22]=[CH:24][NH:16][C:17](=[O:18])[N:19]=1)=[O:10])[C:2]1[CH:7]=[CH:6][CH:5]=[CH:4][CH:3]=1. Procedure: Over a period of about 1 h, benzyloxycarbonyl chloride (52 ml; 0.36 mol) was added dropwise to a suspension of cytosine (8, 20.0 g; 0.18 mol) in dry pyridine (1000 ml) at 0° C. under nitrogen in oven-dried equipment. The solution then was stirred overnight, after which the pyridine suspension was evaporated to dryness, in vacuo. Water (200 ml) and 4N hydrochloric acid were added to reach pH~1. The resulting white precipitate was filtered off, washed with water and partially dried by air suction.... The solvent is CN(C)C=O (DMF). RXN SMILES: [OH:1][C:2]1[CH:7]=[CH:6][C:5]([C:8]2[CH:12]=[C:11]([C:13]([NH2:15])=[O:14])[O:10][N:9]=2)=[CH:4][CH:3]=1.C([O-])([O-])=O.[K+].[K+].[F:22][C:23]1[CH:24]=[C:25]([CH:28]=[CH:29][C:30]=1[F:31])[CH2:26]Br>[I-].C([N+](CCCC)(CCCC)CCCC)CCC.CN(C=O)C>[F:22][C:23]1[CH:24]=[C:25]([CH:28]=[CH:29][C:30]=1[F:31])[CH2:26][O:1][C:2]1[CH:3]=[CH:4][C:5]([C:8]2[CH:12]=[C:11]([C:13]([NH2:15])=[O:14])[O:10][N:9]=2)=[CH:6][CH:7]=1 |f:1.2.3,5.6|. Isolated yield 17.7%. The reagents and catalysts are [I-].C(CCC)[N+](CCCC)(CCCC)CCCC (tetrabutylammonium iodide). Reported procedure: 3-(4-Hydroxy-phenyl)-isoxazole-5-carboxylic acid amide (which may be prepared as described in Preparation of Intermediate 2; 50 mg, 0.24 mmol), K2CO3 (37 mg, 0.27 mmol) and tetrabutylammonium iodide (9 mg, 0.024 mmol) were taken up in DMF (2.4 mL). 3,4-Difluorobenzyl bromide (56 mg, 0.27 mmol) was added and the reaction mixture was stirred at room temperature overnight. The solvent was evaporated and the residue was purified by high-throughput purification to give 3-[4-(3,4-difluoro-benzyloxy)-p... The product is FC=1C=C(COC2=CC=C(C=C2)C2=NOC(=C2)C(=O)N)C=CC1F (3-[4-(3,4-difluoro-benzyloxy)-phenyl]-isoxazole-5-carboxylic acid amide). Conditions: time 8 hour. Starting materials: OC1=CC=C(C=C1)C1=NOC(=C1)C(=O)N (3-(4-Hydroxy-phenyl)-isoxazole-5-carboxylic acid amide), FC=1C=C(CBr)C=CC1F (3,4-Difluorobenzyl bromide), OC1=CC=C(C=C1)C1=NOC(=C1)C(=O)N (3-(4-Hydroxy-phenyl)-isoxazole-5-carboxylic acid amide), C(=O)([O-])[O-].[K+].[K+] (K2CO3). Starting materials: Cc1ccccc1, ClC(Cl)Cl, N#CCc1ccc(Cl)cc1, C1CCC2=NCCCN2CC1, CN(C)C(CSS(=O)(=O)c1ccccc1)CSS(=O)(=O)c1ccccc1. The product is CN(C)C1CSC(C#N)(c2ccc(Cl)cc2)SC1. As a reaction SMILES: [CH3:52][c:53]1[cH:54][cH:55][cH:56][cH:57][cH:58]1.[CH:1]([Cl:2])([Cl:3])[Cl:4].[Cl:5][c:6]1[cH:7][cH:8][c:9]([CH2:12][C:13]#[N:14])[cH:10][cH:11]1.[N:41]12[CH2:42][CH2:43][CH2:44][N:45]=[C:46]1[CH2:47][CH2:48][CH2:49][CH2:50][CH2:51]2.[c:15]1([S:16]([S:24][CH2:25][CH:26]([CH2:27][S:28][S:17]([c:18]2[cH:19][cH:20][cH:21][cH:22][cH:23]2)(=[O:29])=[O:30])[N:38]([CH3:39])[CH3:40])(=[O:31])=[O:32])[cH:33][cH:34][cH:35][cH:36][cH:37]1>>[Cl:5][c:6]1[cH:7][cH:8][c:9]([C:12]2([C:13]#[N:14])[S:24][CH2:25][CH:26]([N:38]([CH3:39])[CH3:40])[CH2:27][S:28]2)[cH:10][cH:11]1.